This data is from the Open Reaction Database (ORD), a public repository of structured organic reaction records. The task is: describe an organic reaction: reactants, conditions, products, and yield The reactants are O=C1CCC(=O)N1Br, Cc1cc(Cl)cc2c(-c3ccc(Br)cc3)onc12, O=C(OOC(=O)c1ccccc1)c1ccccc1, ClC(Cl)(Cl)Cl. Yields the product Clc1cc(CBr)c2noc(-c3ccc(Br)cc3)c2c1. As a reaction SMILES: [Br:19][N:20]1[C:21](=[O:22])[CH2:23][CH2:24][C:25]1=[O:26].[Br:1][c:2]1[cH:3][cH:4][c:5](-[c:8]2[o:9][n:10][c:11]3[c:12]2[cH:13][c:14]([Cl:18])[cH:15][c:16]3[CH3:17])[cH:6][cH:7]1.[C:27]([O:28][O:29][C:30](=[O:31])[c:32]1[cH:33][cH:34][cH:35][cH:36][cH:37]1)(=[O:38])[c:39]1[cH:40][cH:41][cH:42][cH:43][cH:44]1.[C:45]([Cl:46])([Cl:47])([Cl:48])[Cl:49]>>[Br:1][c:2]1[cH:3][cH:4][c:5](-[c:8]2[o:9][n:10][c:11]3[c:12]2[cH:13][c:14]([Cl:18])[cH:15][c:16]3[CH2:17][Br:19])[cH:6][cH:7]1. Reactants: FC(C(=O)N[C@@H](C(C)(C)O)C1=CC=C(C=C1)F)(F)F (2,2,2-trifluoro-N—[(R)-1-(4-fluoro-phenyl)-2-hydroxy-2-methyl-propyl]-acetamide), ClCCl (dichloromethane), [OH-].[K+] (KOH), O (water). Run in CO (methanol). Reaction conditions: temperature 60 celsius, time 20 hour. Yields the product N[C@@H](C(C)(O)C)C1=CC=C(C=C1)F ((R)-1-amino-1-(4-fluoro-phenyl)-2-methyl-propan-2-ol). Isolated yield 87.1%. Reaction SMILES: FC(F)(F)C([NH:5][C@H:6]([C:11]1[CH:16]=[CH:15][C:14]([F:17])=[CH:13][CH:12]=1)[C:7]([OH:10])([CH3:9])[CH3:8])=O.[OH-].[K+].O.ClCCl>CO>[NH2:5][C@H:6]([C:11]1[CH:12]=[CH:13][C:14]([F:17])=[CH:15][CH:16]=1)[C:7]([CH3:9])([OH:10])[CH3:8] |f:1.2|. Procedure: 5.6 g of 2,2,2-trifluoro-N—[(R)-1-(4-fluoro-phenyl)-2-hydroxy-2-methyl-propyl]-acetamide and 2.27 g KOH are suspended in 61.1 ml of methanol. The reaction mixture is stirred for 20 hours at 60° C. and then combined with water and dichloromethane, the organic phase is dried and evaporated to dryness. 3.2 g of the product are obtained as an oil. Reactants: NC1=C(C(=NN1C1=C(C=C(C=C1Cl)C(F)(F)F)Cl)C(F)(F)F)C(=O)O (5-amino-4-carboxy-1-(2,6-dichloro-4-trifluoromethylphenyl)-3-trifluoromethylpyrazole), B (borane), [OH-].[Na+] (sodium hydroxide), complex, B (borane). The product is NC1=C(C(=NN1C1=C(C=C(C=C1Cl)C(F)(F)F)Cl)C(F)(F)F)C (5-amino-1-(2,6-dichloro-4-trifluoromethylphenyl)-4-methyl-3-trifluoromethylpyrazole). As a reaction SMILES: [NH2:1][C:2]1[N:6]([C:7]2[C:12]([Cl:13])=[CH:11][C:10]([C:14]([F:17])([F:16])[F:15])=[CH:9][C:8]=2[Cl:18])[N:5]=[C:4]([C:19]([F:22])([F:21])[F:20])[C:3]=1[C:23](O)=O.B.[OH-].[Na+]>O1CCCC1>[NH2:1][C:2]1[N:6]([C:7]2[C:8]([Cl:18])=[CH:9][C:10]([C:14]([F:15])([F:16])[F:17])=[CH:11][C:12]=2[Cl:13])[N:5]=[C:4]([C:19]([F:22])([F:21])[F:20])[C:3]=1[CH3:23] |f:2.3|. The solvent is O1CCCC1 (tetrahydrofuran). Run at time 8 hour. Reported procedure: To a stirred solution of 5-amino-4-carboxy-1-(2,6-dichloro-4-trifluoromethylphenyl)-3-trifluoromethylpyrazole (15.0 g; hereinbefore described in Reference Example 24) in dry tetrahydrofuran (50 ml) was added, under nitrogen, a solution of boranetetrahydrofuran complex (1 Molar, 27.5 g) during 10 minutes keeping at -20° C. The solution was allowed to reach room temperature and stirred overnight. A further addition of the borane was made (10 ml), and the solution heated under reflux overnight. Aft...